From a dataset of the Open Reaction Database (ORD), a public repository of structured organic reaction records. describe an organic reaction: reactants, conditions, products, and yield Reactants: O=C([O-])[O-], CCOC(C)=O, CS(C)=O, [K+], [K+], O, Cc1sc(Br)c(C(=O)Nc2ccccc2O)c1C. The product is Cc1sc2c(c1C)C(=O)Nc1ccccc1O2. RXN SMILES: [C:19](=[O:20])([O-:21])[O-:22].[C:25]([O:26][CH2:27][CH3:28])(=[O:29])[CH3:30].[CH3:32][S:33](=[O:34])[CH3:35].[K+:23].[K+:24].[OH2:31].[OH:1][c:2]1[c:3]([NH:8][C:9](=[O:10])[c:11]2[c:12]([Br:18])[s:13][c:14]([CH3:17])[c:15]2[CH3:16])[cH:4][cH:5][cH:6][cH:7]1>>[O:1]1[c:2]2[c:3]([cH:4][cH:5][cH:6][cH:7]2)[NH:8][C:9](=[O:10])[c:11]2[c:12]1[s:13][c:14]([CH3:17])[c:15]2[CH3:16]. Starting materials: NC1=NN=NN1 (5-aminotetrazole), [OH-].[Na+] (sodium hydroxide), Cl.ClCCN (2-Chloroethylamine hydrochloride). Reagents/catalysts: S(=O)(=O)(O)[O-].C(CCC)[N+](CCCC)(CCCC)CCCC (tetrabutylammonium hydrogen sulphate). Solvent: O (water), C(C)O (ethanol), C(C)O (ethanol), C(C)#N (acetonitrile), Br (HBr). Conditions: time 0.5 hour. The product is NC1(N=NNN1)CCN (5-Amino-1H-tetrazoleethanamine). Yield: 21.4%. Reaction SMILES: [NH2:1][C:2]1[NH:6][N:5]=[N:4][N:3]=1.[OH-].[Na+].Cl.Cl[CH2:11][CH2:12][NH2:13]>C(#N)C.S([O-])(O)(=O)=O.C([N+](CCCC)(CCCC)CCCC)CCC.Br.C(O)C.O>[NH2:1][C:2]1([CH2:11][CH2:12][NH2:13])[NH:6][NH:5][N:4]=[N:3]1 |f:1.2,3.4,6.7|. Procedure details: A mixture of 5-aminotetrazole (6.0 g, 58.2 mmol) and solid sodium hydroxide (8.36 g, 208 mmol) in acetonitrile (30 ml) was stirred for 0.5h. 2-Chloroethylamine hydrochloride (7.26 g, 62.4 mmol) and tetrabutylammonium hydrogen sulphate (0.788 g 2.32 mmol) were added and the reaction was heated at reflux for 18h. The mixture was filtered and the filtrate was evaporated to leave an oil which was taken up in 48% aqueous HBr. The solution was diluted with ethanol (150 ml) and then evaporated to leave... Reactants: P(=O)(O)(O)[O-].[Na+] (sodium dihydrogenphosphate), Cl(=O)[O-].[Na+] (sodium chlorite), C(C)(=O)O[C@H]1[C@H](OC2=CC=C(C=C2)[C@H]2N(C([C@@H]2CC[C@@H](C2=CC=C(C=C2)F)OC(C)=O)=O)C2=CC=C(C=C2)C#CC=O)O[C@@H]([C@H]([C@@H]1OC(C)=O)OC(C)=O)C(=O)OC (4-{(2S,3R)-3-[(3S)-3-(acetyloxy)-3-(4-fluorophenyl)propyl]-4-oxo-1-[4-(3-oxoprop-1-yn-1-yl)phenyl]azetidin-2-yl}phenyl methyl 2,3,4-tri-O-acetyl-β-D-glucopyranosiduronate). The solvent is C(C)(C)(C)O (tert-butyl alcohol), O1CCOCC1 (dioxane), CC(C)=C (isobutylene). Reaction conditions: time 1.5 hour. Product: C(C)(=O)O[C@H]1[C@H](OC2=CC=C(C=C2)[C@H]2N(C([C@@H]2CC[C@@H](C2=CC=C(C=C2)F)OC(C)=O)=O)C2=CC=C(C=C2)C#CC(=O)O)O[C@@H]([C@H]([C@@H]1OC(C)=O)OC(C)=O)C(=O)OC (4-{(2S,3R)-3-[(3S)-3-(acetyloxy)-3-(4-fluorophenyl)propyl]-1-[4-(carboxyethynyl)phenyl]-4-oxoazetidin-2-yl}phenyl methyl 2,3,4-tri-O-acetyl-β-D-glucopyranosiduronate). RXN SMILES: P([O-])(O)(O)=O.[Na+].Cl([O-])=[O:8].[Na+].[C:11]([O:14][C@@H:15]1[C@@H:56]([O:57][C:58](=[O:60])[CH3:59])[C@H:55]([O:61][C:62](=[O:64])[CH3:63])[C@@H:54]([C:65]([O:67][CH3:68])=[O:66])[O:53][C@H:16]1[O:17][C:18]1[CH:23]=[CH:22][C:21]([C@@H:24]2[C@@H:27]([CH2:28][CH2:29][C@H:30]([O:38][C:39](=[O:41])[CH3:40])[C:31]3[CH:36]=[CH:35][C:34]([F:37])=[CH:33][CH:32]=3)[C:26](=[O:42])[N:25]2[C:43]2[CH:48]=[CH:47][C:46]([C:49]#[C:50][CH:51]=[O:52])=[CH:45][CH:44]=2)=[CH:20][CH:19]=1)(=[O:13])[CH3:12]>C(O)(C)(C)C.O1CCOCC1.CC(=C)C>[C:11]([O:14][C@@H:15]1[C@@H:56]([O:57][C:58](=[O:60])[CH3:59])[C@H:55]([O:61][C:62](=[O:64])[CH3:63])[C@@H:54]([C:65]([O:67][CH3:68])=[O:66])[O:53][C@H:16]1[O:17][C:18]1[CH:23]=[CH:22][C:21]([C@@H:24]2[C@@H:27]([CH2:28][CH2:29][C@H:30]([O:38][C:39](=[O:41])[CH3:40])[C:31]3[CH:32]=[CH:33][C:34]([F:37])=[CH:35][CH:36]=3)[C:26](=[O:42])[N:25]2[C:43]2[CH:48]=[CH:47][C:46]([C:49]#[C:50][C:51]([OH:8])=[O:52])=[CH:45][CH:44]=2)=[CH:20][CH:19]=1)(=[O:13])[CH3:12] |f:0.1,2.3|. Reported procedure: An aqueous solution (0.1 mL) of sodium dihydrogenphosphate (9.00 mg, 0.065 mmol) and sodium chlorite (5.00 mg, 0.055 mmol) was added to a solution of 10c (37.0 mg, 0.046 mmol) in tert-butyl alcohol (0.4 mL), dioxane (0.2 mL) and isobutylene (˜0.1 mL) at room temperature. After 1.5 h, the reaction mixture was concentrated in vacuo and the crude residue triturated repeatedly with ethyl acetate. The organic washings were dried (Na2SO4), filtered and concentrated in vacuo to afford the title compoun... The reactants are C(C)(C)(C)OC(=O)N1[C@@H](CCC1)CN ((S)-2-aminomethyl-pyrrolidine-1-carboxylic acid tert-butyl ester), ClC1=NC2=CC(=C(C=C2N=C1)F)F (2-chloro-6,7-difluoroquinoxaline). The product is C(C)(C)(C)OC(=O)N1[C@@H](CCC1)CNC1=NC2=CC(=C(C=C2N=C1)F)F ((S)-2-[(6,7-Difluoro-quinoxalin-2-ylamino)-methyl]-pyrrolidine-1-carboxylic acid tert butyl ester). The yield is 58.3%. RXN SMILES: [C:1]([O:5][C:6]([N:8]1[CH2:12][CH2:11][CH2:10][C@H:9]1[CH2:13][NH2:14])=[O:7])([CH3:4])([CH3:3])[CH3:2].Cl[C:16]1[CH:25]=[N:24][C:23]2[C:18](=[CH:19][C:20]([F:27])=[C:21]([F:26])[CH:22]=2)[N:17]=1>>[C:1]([O:5][C:6]([N:8]1[CH2:12][CH2:11][CH2:10][C@H:9]1[CH2:13][NH:14][C:25]1[CH:16]=[N:17][C:18]2[C:23](=[CH:22][C:21]([F:26])=[C:20]([F:27])[CH:19]=2)[N:24]=1)=[O:7])([CH3:4])([CH3:3])[CH3:2]. Reported procedure: The title compound (0.53 g) was prepared from (S)-2-aminomethyl-pyrrolidine-1-carboxylic acid tert-butyl ester (0.5 g) and 2-chloro-6,7-difluoroquinoxaline (0.5 g) according to the method of D30. Starting materials: FC(F)(F)c1cncc(Br)c1, Cn1ccnc1. Reagents/catalysts: CC(C)(C)c1ccc(-c2ccc(C(C)(C)C)cc2)cc1 (4,4'-di-tert-butylbiphenyl), CC(C)(C)C(=O)[O-].[K+] (KOPiv), Cl[Pd]CC=C.C=CC[Pd]Cl ([Pd(allyl)Cl]2), CN(C)c1ccc(P(C2CCCCC2)C2CCCCC2)cc1 (A-caPhos). The solvent is CC(=O)N(C)C (DMA), CC(=O)N(C)C (DMA), CC(=O)N(C)C (DMA). Run at temperature 120 celsius, time 24 hour. Yields the product Cn1cncc1-c1cncc(C(F)(F)F)c1. Isolated yield 31.0%. Reactants: COc1ccc(C(=O)O)cc1C=Cc1ccc(OC(F)(F)F)cc1, NNCC(F)(F)F. The product is COc1ccc(C(=O)NNCC(F)(F)F)cc1C=Cc1ccc(OC(F)(F)F)cc1. As a reaction SMILES: [CH3:1][O:2][c:3]1[c:4]([CH:12]=[CH:13][c:14]2[cH:15][cH:16][c:17]([O:20][C:21]([F:22])([F:23])[F:24])[cH:18][cH:19]2)[cH:5][c:6]([C:7](=[O:8])[OH:9])[cH:10][cH:11]1.[F:25][C:26]([CH2:27][NH:28][NH2:29])([F:30])[F:31]>>[CH3:1][O:2][c:3]1[c:4]([CH:12]=[CH:13][c:14]2[cH:15][cH:16][c:17]([O:20][C:21]([F:22])([F:23])[F:24])[cH:18][cH:19]2)[cH:5][c:6]([C:7](=[O:9])[NH:29][NH:28][CH2:27][C:26]([F:25])([F:30])[F:31])[cH:10][cH:11]1. Starting materials: C(C)OC1=C(C=C2C(=CC(OC2=C1)(C)C)C(C)C)\C(=C/C=C/C(=C/C(=O)OCC)/C)\C (ethyl 7-(7-ethoxy-4-isopropyl-2,2-dimethyl-2H-chromen-6-yl)-3-methyl-octa-2E,4E,6Z-trienoate), C(C)OC1=C(C=C2C(=CC(OC2=C1)(C)C)C(C)C)\C(=C/C=C/C(=C/C(=O)OCC)/C)\C (ethyl 7-(7-ethoxy-4-isopropyl-2,2-dimethyl-2H-chromen-6-yl)-3-methyl-octa-2E,4E,6Z-trienoate), [OH-].[Na+] (NaOH). The product is C(C)OC1=C(C=C2C(=CC(OC2=C1)(C)C)C(C)C)\C(=C/C=C/C(=C/C(=O)O)/C)\C (7-(7-Ethoxy-4-isopropyl-2,2-dimethyl-2H-chromen-6-yl)-3-methyl-octa-2E,4E,6Z-trienoic acid). Reaction SMILES: [CH2:1]([O:3][C:4]1[CH:13]=[C:12]2[C:7]([C:8]([CH:16]([CH3:18])[CH3:17])=[CH:9][C:10]([CH3:15])([CH3:14])[O:11]2)=[CH:6][C:5]=1/[C:19](/[CH3:31])=[CH:20]\[CH:21]=[CH:22]\[C:23](\[CH3:30])=[CH:24]\[C:25]([O:27]CC)=[O:26])[CH3:2].[OH-].[Na+]>>[CH2:1]([O:3][C:4]1[CH:13]=[C:12]2[C:7]([C:8]([CH:16]([CH3:17])[CH3:18])=[CH:9][C:10]([CH3:15])([CH3:14])[O:11]2)=[CH:6][C:5]=1/[C:19](/[CH3:31])=[CH:20]\[CH:21]=[CH:22]\[C:23](\[CH3:30])=[CH:24]\[C:25]([OH:27])=[O:26])[CH3:2] |f:1.2|. Reported procedure: Following General Procedure G, ethyl 7-(7-ethoxy-4-isopropyl-2,2-dimethyl-2H-chromen-6-yl)-3-methyl-octa-2E,4E,6Z-trienoate (Compound 37, 55 mg, 0.13 mmol) was hydrolyzed with 1M NaOH to yield the title compound as a yellow solid after purification by column chromatography (silica gel, 30% ethyl acetate in hexanes) followed by recrystallization from acetonitrile to yield the title compound as a light yellow solid. The reactants are [N+](=O)([O-])C1=CC(=C(C=C1)N1CCN(CC1)C(=O)OC(C)(C)C)C(F)(F)F (tert-butyl 4-(4-nitro-2-(trifluoromethyl)phenyl)piperazine-1-carboxylate). Reagents/catalysts: [Ni] (Raney Nickel). Run in CO (methanol). Conditions: time 16 hour. Product: NC1=CC(=C(C=C1)N1CCN(CC1)C(=O)OC(C)(C)C)C(F)(F)F (tert-butyl 4-(4-amino-2-(trifluoromethyl)phenyl)piperazine-1-carboxylate). Reaction SMILES: [N+:1]([C:4]1[CH:9]=[CH:8][C:7]([N:10]2[CH2:15][CH2:14][N:13]([C:16]([O:18][C:19]([CH3:22])([CH3:21])[CH3:20])=[O:17])[CH2:12][CH2:11]2)=[C:6]([C:23]([F:26])([F:25])[F:24])[CH:5]=1)([O-])=O>CO.[Ni]>[NH2:1][C:4]1[CH:9]=[CH:8][C:7]([N:10]2[CH2:15][CH2:14][N:13]([C:16]([O:18][C:19]([CH3:22])([CH3:20])[CH3:21])=[O:17])[CH2:12][CH2:11]2)=[C:6]([C:23]([F:25])([F:26])[F:24])[CH:5]=1. Procedure details: To a solution of the product of Example 44A (1 g, 2.7 mmol) in methanol (30 mL) was added Raney Nickel (100 mg) and the mixture stirred under nitrogen for 16 hours. The catalyst was filtered off and the solvent concentrated to give the title compound which was used in the next reaction without further purification. MS: 346 (M+H+).